From a dataset of the Open Reaction Database (ORD), a public repository of structured organic reaction records. describe an organic reaction: reactants, conditions, products, and yield Starting materials: FC(C1=CC=C(C=C1)C1(CN(CC1)C(C1=CC(=CC=C1)OC(C)C)=O)CCO)(F)F (2-[3-(4-trifluoromethyl-phenyl)-1-(3-isopropoxy-benzoyl)-pyrrolidin-3-yl]-ethanol), C(Br)(Br)(Br)Br (carbon tetrabromide), C1(=CC=CC=C1)P(C1=CC=CC=C1)C1=CC=CC=C1 (triphenylphosphine). The solvent is ClCCl (dichloromethane). Reaction conditions: time 1 hour. The product is FC(C1=CC=C(C=C1)C1(CN(CC1)C(C1=CC(=CC=C1)OC(C)C)=O)CCBr)(F)F (2-[3-(4-trifluoromethyl-phenyl)-1-(3-isopropoxy-benzoyl)-pyrrolidin-3-yl]-ethyl-bromide). As a reaction SMILES: [F:1][C:2]([F:30])([F:29])[C:3]1[CH:8]=[CH:7][C:6]([C:9]2([CH2:26][CH2:27]O)[CH2:13][CH2:12][N:11]([C:14](=[O:25])[C:15]3[CH:20]=[CH:19][CH:18]=[C:17]([O:21][CH:22]([CH3:24])[CH3:23])[CH:16]=3)[CH2:10]2)=[CH:5][CH:4]=1.C(Br)(Br)(Br)[Br:32].C1(P(C2C=CC=CC=2)C2C=CC=CC=2)C=CC=CC=1>ClCCl>[F:1][C:2]([F:30])([F:29])[C:3]1[CH:8]=[CH:7][C:6]([C:9]2([CH2:26][CH2:27][Br:32])[CH2:13][CH2:12][N:11]([C:14](=[O:25])[C:15]3[CH:20]=[CH:19][CH:18]=[C:17]([O:21][CH:22]([CH3:24])[CH3:23])[CH:16]=3)[CH2:10]2)=[CH:5][CH:4]=1. Procedure details: Combine 2-[3-(4-trifluoromethyl-phenyl)-1-(3-isopropoxy-benzoyl)-pyrrolidin-3-yl]-ethanol (10 mmol), carbon tetrabromide (12.5 mmol), and dichloromethane (15 mL). Cool in an ice bath. Add in portions, triphenylphosphine (15 mmol). After 1 h, concentrate in vacuo to obtain a residue. Purify to obtain the title compound. Reactants: [Cl-].[Ca+2].[Cl-] (calcium chloride), BrC1=C(C=C(C(=O)OC)C=C1OC)OC (methyl 4-bromo-3,5-dimethoxybenzoate), Cl (HCl), [BH4-].[Na+] (sodium borohydride). Solvent: C(C)O (ethanol), O1CCCC1 (tetrahydrofuran). Conditions: time 9 hour. Yields the product BrC1=C(C=C(CO)C=C1OC)OC (4-bromo-3,5-dimethoxybenzyl alcohol). The yield is 96.6%. RXN SMILES: [Cl-].[Ca+2].[Cl-].[Br:4][C:5]1[C:14]([O:15][CH3:16])=[CH:13][C:8]([C:9](OC)=[O:10])=[CH:7][C:6]=1[O:17][CH3:18].[BH4-].[Na+].Cl>C(O)C.O1CCCC1>[Br:4][C:5]1[C:14]([O:15][CH3:16])=[CH:13][C:8]([CH2:9][OH:10])=[CH:7][C:6]=1[O:17][CH3:18] |f:0.1.2,4.5|. Procedure details: To a solution of calcium chloride (46.5 kg) in ethanol (336 L) were added tetrahydrofuran (672 L) and methyl 4-bromo-3,5-dimethoxybenzoate (96.0 kg) to obtain a suspension. To the suspension was added sodium borohydride (31.7 kg) by portions at room temperature, and the mixture was stirred for about 9 hours at temperature of room temperature to 45° C. The reaction mixture was added dropwise to aqueous HCl solution and stirred for about 16 hours at room temperature. Organic solvent was removed in... Starting materials: Cc1ccccc1, Cl, Nc1ccccc1, O=C(O)c1ccccc1Cl, O=S(Cl)Cl. Yields the product O=C(Nc1ccccc1)c1ccccc1Cl. RXN SMILES: [CH3:23][c:24]1[cH:25][cH:26][cH:27][cH:28][cH:29]1.[ClH:22].[NH2:15][c:16]1[cH:17][cH:18][cH:19][cH:20][cH:21]1.[OH:1][C:2](=[O:3])[c:4]1[cH:5][cH:6][cH:7][cH:8][c:9]1[Cl:10].[S:11]([Cl:12])([Cl:13])=[O:14]>>[C:2](=[O:3])([c:4]1[cH:5][cH:6][cH:7][cH:8][c:9]1[Cl:10])[NH:15][c:16]1[cH:17][cH:18][cH:19][cH:20][cH:21]1. The reactants are COC([C@@H](NC(=O)OC(C)(C)C)CC1=CC=C(C=C1)C=1C(N(C(N(C1C)CC)=O)CC)=O)=O (N-[(1,1-dimethylethoxy)carbonyl]-4-(1,3-diethyl-6-methyl-2,4-dioxo-5-pyrirnidinyl)-L-phenylalanine methyl ester), Cl (hydrochloric acid). Run in O1CCOCC1 (dioxane), O1CCOCC1 (dioxane). Conditions: time 1 hour. Yields the product Cl.COC([C@@H](N)CC1=CC=C(C=C1)C=1C(N(C(N(C1C)CC)=O)CC)=O)=O (4-(1,3-diethyl-6-methyl-2,4-dioxo-5-pyrimidinyl)-L-phenylalanine methyl ester hydrochloride salt). Yield: 47.0%. As a reaction SMILES: [CH3:1][O:2][C:3](=[O:33])[C@H:4]([CH2:13][C:14]1[CH:19]=[CH:18][C:17]([C:20]2[C:21](=[O:32])[N:22]([CH2:30][CH3:31])[C:23](=[O:29])[N:24]([CH2:27][CH3:28])[C:25]=2[CH3:26])=[CH:16][CH:15]=1)[NH:5]C(OC(C)(C)C)=O.[ClH:34]>O1CCOCC1>[ClH:34].[CH3:1][O:2][C:3](=[O:33])[C@H:4]([CH2:13][C:14]1[CH:15]=[CH:16][C:17]([C:20]2[C:21](=[O:32])[N:22]([CH2:30][CH3:31])[C:23](=[O:29])[N:24]([CH2:27][CH3:28])[C:25]=2[CH3:26])=[CH:18][CH:19]=1)[NH2:5] |f:3.4|. Procedure: To a solution of N-[(1,1-dimethylethoxy)carbonyl]-4-(1,3-diethyl-6-methyl-2,4-dioxo-5-pyrirnidinyl)-L-phenylalanine methyl ester (3.87 mmol, 1.78 g) in dioxane (10 mL) was added 4N hydrochloric acid in dioxane (20 mmol, 5 mL) at room temperature and the solution was stirred for 1 h. The solution was concentrated and was diluted with diethyl ether to form a white solid. The mother liquor was decanted and the residue was dried on a rotary evaporator and then under high vacuum to afford 0.72 g (47%... Starting materials: ClC1=NC=CC(=C1)OC1=CC=C2CCC(CC2=C1)C(=O)O (7-[(2-chloropyridin-4-yl)oxy]-1,2,3,4-tetrahydronaphthalene-2-carboxylic acid), COC1=CC=C(C=C1)CNC (1-(4-methoxyphenyl)-N-methylmethanamine), [OH-].[Na+] (NaOH). Solvent: O (water), Cl (HCl), CN1CCCC1=O (NMP). Yields the product COC1=CC=C(CN(C2=NC=CC(=C2)OC2=CC=C3CCC(CC3=C2)C(=O)O)C)C=C1 (7-({2-[(4-methoxybenzyl)(methyl)amino]pyridin-4-yl}oxy)-1,2,3,4-tetrahydronaphthalene-2-carboxylic acid). The yield is 28.1%. Reaction SMILES: Cl[C:2]1[CH:7]=[C:6]([O:8][C:9]2[CH:18]=[C:17]3[C:12]([CH2:13][CH2:14][CH:15]([C:19]([OH:21])=[O:20])[CH2:16]3)=[CH:11][CH:10]=2)[CH:5]=[CH:4][N:3]=1.[CH3:22][O:23][C:24]1[CH:29]=[CH:28][C:27]([CH2:30][NH:31][CH3:32])=[CH:26][CH:25]=1.[OH-].[Na+]>CN1C(=O)CCC1.O.Cl>[CH3:22][O:23][C:24]1[CH:29]=[CH:28][C:27]([CH2:30][N:31]([CH3:32])[C:2]2[CH:7]=[C:6]([O:8][C:9]3[CH:18]=[C:17]4[C:12]([CH2:13][CH2:14][CH:15]([C:19]([OH:21])=[O:20])[CH2:16]4)=[CH:11][CH:10]=3)[CH:5]=[CH:4][N:3]=2)=[CH:26][CH:25]=1 |f:2.3|. Procedure: A solution of 7-[(2-chloropyridin-4-yl)oxy]-1,2,3,4-tetrahydronaphthalene-2-carboxylic acid (1.50 g, 4.94 mmol) and 1-(4-methoxyphenyl)-N-methylmethanamine (2.24 g, 14.8 mmol) in NMP (9 mL) was heated in a sealed tube at 150° C. for 40 hr. The reaction mixture was allowed to cool to rt and diluted with water and 1N HCl solution. The pH was adjusted to 4 by the addition of 1N NaOH solution. The mixture was extracted with EtOAc (3×) and the organic solutions were combined, washed with water and br... Starting materials: CC1COC2(CCNCC2)O1, Cc1ccc(F)c(C#N)c1, [Na+], [Na+], O=C([O-])[O-], CN(C)C=O. Product: Cc1ccc(N2CCC3(CC2)OCC(C)O3)c(C#N)c1. RXN SMILES: [CH2:11]1[CH:12]([CH3:13])[O:14][C:15]2([CH2:16][CH2:17][NH:18][CH2:19][CH2:20]2)[O:21]1.[F:1][c:2]1[c:3]([C:4]#[N:5])[cH:6][c:7]([CH3:10])[cH:8][cH:9]1.[Na+:27].[Na+:28].[O-:29][C:30](=[O:31])[O-:32].[O:22]=[CH:23][N:24]([CH3:25])[CH3:26]>>[c:2]1([N:18]2[CH2:17][CH2:16][C:15]3([O:14][CH:12]([CH3:13])[CH2:11][O:21]3)[CH2:20][CH2:19]2)[c:3]([C:4]#[N:5])[cH:6][c:7]([CH3:10])[cH:8][cH:9]1. Reactants: CC(C)([O-])C.[Li+] (lithium tert-butoxide), O=CC(Cl)(Cl)Cl (chloral), C1(=CC=CC=C1)N=C=O (phenyl isocyanate), resultant mixture. The solvent is C1(=CC=CC=C1)C (toluene), C1(=CC=CC=C1)C (toluene). Conditions: temperature -20 celsius, time 1 hour. Yields the product O=CC(Cl)(Cl)Cl.C1(=CC=CC=C1)N=C=O (chloral phenyl isocyanate). As a reaction SMILES: [O:1]=[CH:2][C:3]([Cl:6])([Cl:5])[Cl:4].[C:7]1([N:13]=[C:14]=[O:15])[CH:12]=[CH:11][CH:10]=[CH:9][CH:8]=1.CC(C)([O-])C.[Li+]>C1(C)C=CC=CC=1>[O:1]=[CH:2][C:3]([Cl:6])([Cl:5])[Cl:4].[C:7]1([N:13]=[C:14]=[O:15])[CH:12]=[CH:11][CH:10]=[CH:9][CH:8]=1 |f:2.3,5.6|. Procedure: In a dried test tube, 4 ml. of chloral and 0.4 ml. of phenyl isocyanate were dissolved in 20 ml. of toluene. The resultant mixture was heated to 60°C. and 0.12 ml. of 1-molar lithium tert-butoxide in toluene was added thereto. The test tube was stoppered and the quiescent mixture was cooled to -20°C. The mixture set up in a few minutes to a transparent gel. After 1 hour, the tube was allowed to come to room temperature and to stand overnight. Toluene was partially removed under reduced pressure ... Reactants: FC(C=1C=C(C=CC1)S(=O)(=O)C(C)C1CN(C1)C(=O)OC(C)(C)C)(F)F (tert-butyl 3-(1-{[3-(trifluoromethyl)phenyl]sulfonyl}ethyl)azetidine-1-carboxylate), ceric ammonium nitrate, C(C)#N (acetonitrile). Product: CC(C)(S(=O)(=O)C1=CC(=CC=C1)C(F)(F)F)C1CNC1 (3-(1-methyl-1-{[3-(trifluoromethyl)phenyl]sulfonyl}ethyl)azetidine). As a reaction SMILES: [F:1][C:2]([F:26])([F:25])[C:3]1[CH:4]=[C:5]([S:9]([CH:12]([CH:14]2[CH2:17][N:16](C(OC(C)(C)C)=O)[CH2:15]2)[CH3:13])(=[O:11])=[O:10])[CH:6]=[CH:7][CH:8]=1.[C:27](#N)C>>[CH3:27][C:12]([CH:14]1[CH2:15][NH:16][CH2:17]1)([S:9]([C:5]1[CH:6]=[CH:7][CH:8]=[C:3]([C:2]([F:25])([F:26])[F:1])[CH:4]=1)(=[O:10])=[O:11])[CH3:13]. Reported procedure: To a 100 ml round bottom flask equipped with a reflux condenser was added tert-butyl 3-(1-{[3-(trifluoromethyl)phenyl]sulfonyl}ethyl)azetidine-1-carboxylate (0.85 g, 2.09 mmol), ceric ammonium nitrate (1.37 g, 2.5 mmol) and 15 ml acetonitrile. The resulting reaction mixture was refluxed for 3 hours. The volatiles were removed. The residue was diluted with 60 ml ethyl acetate and 50 ml saturated sodium carbonate. It was filtered through a pad of celite. The organic portion from the filtrate was w...